Task: describe an organic reaction: reactants, conditions, products, and yield. Dataset: the Open Reaction Database (ORD), a public repository of structured organic reaction records The reactants are CNCCN(C)C (trimethylethylenediamine), C(CCC)[Li] (Butyllithium), hexanes, C(C)(C)[Si](OC1=CC=C(C=O)C=C1)(C(C)C)C(C)C (4-Triisopropylsilanyloxy-benzaldehyde), hexanes, CI (methyl iodide). The solvent is C1CCOC1 (THF). Reaction conditions: temperature -20 celsius, time 15 minute. The product is CC1=C(C=O)C=CC(=C1)O[Si](C(C)C)(C(C)C)C(C)C (2-Methyl-4-triisopropylsilanyloxy-benzaldehyde). Reaction SMILES: [CH3:1]NCCN(C)C.C([Li])CCC.[CH:13]([Si:16]([CH:29]([CH3:31])[CH3:30])([CH:26]([CH3:28])[CH3:27])[O:17][C:18]1[CH:25]=[CH:24][C:21]([CH:22]=[O:23])=[CH:20][CH:19]=1)([CH3:15])[CH3:14].CI>C1COCC1>[CH3:1][C:24]1[CH:25]=[C:18]([O:17][Si:16]([CH:13]([CH3:15])[CH3:14])([CH:26]([CH3:28])[CH3:27])[CH:29]([CH3:31])[CH3:30])[CH:19]=[CH:20][C:21]=1[CH:22]=[O:23]. Procedure: To a solution of trimethylethylenediamine (0.45 mL, 3.48 mmol) in THF (9 mL) at −20° C. was added Butyllithium 1.6M in hexanes (2.11 mL, 3.8 mmol). The solution was stirred at −20° C. for 15 min. A solution of 4-Triisopropylsilanyloxy-benzaldehyde (0.922 g, 3.31 mmol) was added dropwise and the solution stirred for 15 min at −20° C. Bu 16M in hexanes (6.21 ml, 9.93 mmol) was added dropwise and the solution kept in the freezer at −20° C. for 26 hours. The solution was cooled to 40° C. and methyl ... Reactants: C(C1=CC=CC=C1)OC(C(CCCCCCCCCCCCCCCC)OC([C@@H](NC(=O)OCC1C2=CC=CC=C2C2=CC=CC=C12)C(C)C)=O)=O (benzyl-2-(N-FMOC-L-valyloxy)stearate). Reagents/catalysts: [Pd] (palladium on charcoal). The solvent is C(C)(=O)OCC (ethyl acetate). Product: C(=O)(OCC1C2=CC=CC=C2C2=CC=CC=C12)N[C@@H](C(C)C)C(=O)OC(C(=O)O)CCCCCCCCCCCCCCCC (2-(N-FMOC-L-valyloxy) stearic acid). As a reaction SMILES: C([O:8][C:9](=[O:52])[CH:10]([O:27][C:28](=[O:51])[C@H:29]([CH:48]([CH3:50])[CH3:49])[NH:30][C:31]([O:33][CH2:34][CH:35]1[C:47]2[C:42](=[CH:43][CH:44]=[CH:45][CH:46]=2)[C:41]2[C:36]1=[CH:37][CH:38]=[CH:39][CH:40]=2)=[O:32])[CH2:11][CH2:12][CH2:13][CH2:14][CH2:15][CH2:16][CH2:17][CH2:18][CH2:19][CH2:20][CH2:21][CH2:22][CH2:23][CH2:24][CH2:25][CH3:26])C1C=CC=CC=1>C(OCC)(=O)C.[Pd]>[C:31]([NH:30][C@H:29]([C:28]([O:27][CH:10]([CH2:11][CH2:12][CH2:13][CH2:14][CH2:15][CH2:16][CH2:17][CH2:18][CH2:19][CH2:20][CH2:21][CH2:22][CH2:23][CH2:24][CH2:25][CH3:26])[C:9]([OH:52])=[O:8])=[O:51])[CH:48]([CH3:49])[CH3:50])([O:33][CH2:34][CH:35]1[C:36]2[C:41](=[CH:40][CH:39]=[CH:38][CH:37]=2)[C:42]2[C:47]1=[CH:46][CH:45]=[CH:44][CH:43]=2)=[O:32]. Reported procedure: A solution of benzyl-2-(N-FMOC-L-valyloxy)stearate (4.4 g, 6.2 mmole) in 50 ml ethyl acetate was hydrogenated with 10% palladium on charcoal (0.5 g) with normal pressure for two hours. The catalyst was filtered and washed with ethyl acetate and 1,4-dioxane. The solution was evaporated under reduced pressure and the product was isolated by silica gel column chromatography. Yield: 3.4 g The reactants are ClC1=CC2=C(S(C3=C(C(N2)=S)C=CC=C3)(=O)=O)C=C1 (8-chloro-5,5-dioxo-dibenzo[b,f]-1,4-thiazepin-11(10H)-thione), NCC=1C=NC=CC1 (3-(aminomethyl)pyridine), NCC=1C=NC=CC1 (3-(aminomethyl)pyridine). Solvent: C(C)OCCO (2-ethoxyethanol). Yields the product ClC1=CC2=C(S(C3=C(C(=N2)NCC=2C=NC=CC2)C=CC=C3)(=O)=O)C=C1 ((8-Chloro-5,5-dioxo-5H-5λ6 -dibenzo[b,f][1,4]thiazepin-11-yl)-pyridin-3-ylmethyl-amine). As a reaction SMILES: [Cl:1][C:2]1[CH:19]=[CH:18][C:5]2[S:6](=[O:17])(=[O:16])[C:7]3[CH:15]=[CH:14][CH:13]=[CH:12][C:8]=3[C:9](=S)[NH:10][C:4]=2[CH:3]=1.[NH2:20][CH2:21][C:22]1[CH:23]=[N:24][CH:25]=[CH:26][CH:27]=1>C(OCCO)C>[Cl:1][C:2]1[CH:19]=[CH:18][C:5]2[S:6](=[O:17])(=[O:16])[C:7]3[CH:15]=[CH:14][CH:13]=[CH:12][C:8]=3[C:9]([NH:20][CH2:21][C:22]3[CH:23]=[N:24][CH:25]=[CH:26][CH:27]=3)=[N:10][C:4]=2[CH:3]=1. Reported procedure: A solution of 0.46 g (1.5 mmol) of 8-chloro-5,5-dioxo-dibenzo[b,f]-1,4-thiazepin-11(10H)-thione in 15 mL of 2-ethoxyethanol was treated with 0.3 mL (3.0 mmol) of 3-(aminomethyl)pyridine and heated at reflux overnight. An additional 0.4 mL of 3-(aminomethyl)pyridine was added and the refluxing continued another night. The solvent was removed under reduced pressure and the residue taken up in EtOAc and washed three times with H2O, then saturated NaHCO3 solution and saturated NaCl solution. Drying ... Starting materials: [Al+3], C1CCOC1, [H-], [H-], [H-], [H-], [Li+], O=C(O)c1cc2ccccc2[nH]1. Yields the product OCc1cc2ccccc2[nH]1. As a reaction SMILES: [Al+3:14].[CH2:19]1[O:20][CH2:21][CH2:22][CH2:23]1.[H-:13].[H-:16].[H-:17].[H-:18].[Li+:15].[nH:1]1[c:2]([C:10](=[O:11])[OH:12])[cH:3][c:4]2[cH:5][cH:6][cH:7][cH:8][c:9]12>>[nH:1]1[c:2]([CH2:10][OH:11])[cH:3][c:4]2[cH:5][cH:6][cH:7][cH:8][c:9]12.